From a dataset of the Open Reaction Database (ORD), a public repository of structured organic reaction records. describe an organic reaction: reactants, conditions, products, and yield The reactants are NN1C(CC2=CC=CC=C12)C (1-amino-2-methylindoline), CS(=O)(=O)O (methanesulfonic acid). Solvent: C(C)(C)O (isopropanol). Reaction conditions: temperature 0 celsius. The product is CS(=O)(=O)O.NN1C(CC2=CC=CC=C12)C (1-amino-2-methylindoline methanesulfonate). Reaction SMILES: [NH2:1][N:2]1[C:10]2[C:5](=[CH:6][CH:7]=[CH:8][CH:9]=2)[CH2:4][CH:3]1[CH3:11].[CH3:12][S:13]([OH:16])(=[O:15])=[O:14]>C(O)(C)C>[CH3:12][S:13]([OH:16])(=[O:15])=[O:14].[NH2:1][N:2]1[C:10]2[C:5](=[CH:6][CH:7]=[CH:8][CH:9]=2)[CH2:4][CH:3]1[CH3:11] |f:3.4|. Procedure: 10 g of crude 1-amino-2-methylindoline (made as described in Example 1) was dissolved in 40 ml of isopropanol. 6.75 g of methanesulfonic acid was added and the solution was cooled to about 0° C. to obtain crystals of 1-amino-2-methylindoline methanesulfonate which was isolated by filtration. The crystals were then washed by slurrying with fresh isopropanol and dried at 20° C. Melting range of product compound was 170°-2° C. Starting materials: ClC1=CC=C2C=CNC2=C1Cl (6,7-dichloro-1H-indole), CN1CCC(CC1)=O (1-methyl-4-piperidone). The product is ClC1=CC=C2C(=CNC2=C1Cl)C=1CCN(CC1)C (6,7-dichloro-3-(1-methyl-1,2,3,6-tetrahydropyridin-4-yl)-1H-indole). Isolated yield 94.8%. As a reaction SMILES: [Cl:1][C:2]1[C:10]([Cl:11])=[C:9]2[C:5]([CH:6]=[CH:7][NH:8]2)=[CH:4][CH:3]=1.[CH3:12][N:13]1[CH2:18][CH2:17][C:16](=O)[CH2:15][CH2:14]1>>[Cl:1][C:2]1[C:10]([Cl:11])=[C:9]2[C:5]([C:6]([C:16]3[CH2:17][CH2:18][N:13]([CH3:12])[CH2:14][CH:15]=3)=[CH:7][NH:8]2)=[CH:4][CH:3]=1. Procedure: Beginning with 0.50 gm (2.7 mMol) 6,7-dichloro-1H-indole and 0.66 mL (5.4 mMol) 1-methyl-4-piperidone, 0.72 gm (95%) of the title compound were recovered as a white solid.